From a dataset of the Open Reaction Database (ORD), a public repository of structured organic reaction records. describe an organic reaction: reactants, conditions, products, and yield Starting materials: ClC1=C2C(=NC=3CCCCC13)C=NN2 (9-Chloro-5,6,7,8-tetrahydro-1H-pyrazolo[4,3-b]quinoline), C(C(C)C)N (isobutylamine). Run in C=1(C(=CC=CC1)C)C (xylene). Yields the product C(C(C)C)NC1=C2C(=NC=3CCCCC13)C=NN2 (9-Isobutylamino-5,6,7,8-tetrahydro-1H-pyrazolo[4,3-b]quinoline). The yield is 14.5%. RXN SMILES: Cl[C:2]1[C:11]2[CH2:10][CH2:9][CH2:8][CH2:7][C:6]=2[N:5]=[C:4]2[CH:12]=[N:13][NH:14][C:3]=12.[CH2:15]([NH2:19])[CH:16]([CH3:18])[CH3:17]>C1(C)C(C)=CC=CC=1>[CH2:15]([NH:19][C:2]1[C:11]2[CH2:10][CH2:9][CH2:8][CH2:7][C:6]=2[N:5]=[C:4]2[CH:12]=[N:13][NH:14][C:3]=12)[CH:16]([CH3:18])[CH3:17]. Reported procedure: 9-Chloro-5,6,7,8-tetrahydro-1H-pyrazolo[4,3-b]quinoline (4.90 g, 0.024 mole) and isobutylamine (11.7 ml, 0.118 mole) were heated under reflux under nitrogen in dry xylene (50 ml) for 6 days. The solution was concentrated to dryness, the residue dissolved in water/methanol and the solution adjusted to pH 9-10 by addition of 10% sodium carbonate solution. The precipitate was filtered of, washed with water, dried and recrystallised from ethyl acetate to give the title compound as a beige solid (0.8... The reactants are C1COCCOCCOCCOCCOCCO1 (18-Crown-6), COC(=O)CP(=O)(OC)OC (trimethyl phosphonoacetate), C[Si]([N-][Si](C)(C)C)(C)C.[K+] (KHMDS), CC(=O)C1=CC=C(C=C1)[N+](=O)[O-] (4-nitroacetophenone), C[Si]([N-][Si](C)(C)C)(C)C.[K+] (potassium hexamethyldisilazide), [Cl-].[NH4+] (ammonium chloride). Solvent: C1(=CC=CC=C1)C (toluene), C1(=CC=CC=C1)C (toluene). Conditions: time 1 hour. Product: [N+](=O)([O-])C1=CC=C(C=C1)/C(=C/C(=O)OC)/C ((E)-Methyl 3-(4-nitrophenyl)-2-butenoate). The yield is 46.0%. RXN SMILES: C1OCCOCCOCCOCCOCCOC1.[CH3:19][O:20][C:21]([CH2:23]P(OC)(OC)=O)=[O:22].C[Si](C)(C)[N-][Si](C)(C)C.[K+].[CH3:40][C:41]([C:43]1[CH:48]=[CH:47][C:46]([N+:49]([O-:51])=[O:50])=[CH:45][CH:44]=1)=O.[Cl-].[NH4+]>C1(C)C=CC=CC=1>[N+:49]([C:46]1[CH:47]=[CH:48][C:43](/[C:41](/[CH3:40])=[CH:23]/[C:21]([O:20][CH3:19])=[O:22])=[CH:44][CH:45]=1)([O-:51])=[O:50] |f:2.3,5.6|. Procedure: 18-Crown-6 (41.6 g) was added to a toluene (484 ml) solution of trimethyl phosphonoacetate (22.6 ml) in a nitrogen atmosphere. An 11% potassium hexamethyldisilazide (hereinafter referred to as “KHMDS”)/toluene solution (315 ml) was added thereto, and the obtained mixture was stirred for 1 hour. Under ice-cooling, 4-nitroacetophenone (20 g) was added thereto, and the mixture was stirred for 1 hour. After the reaction was over, the reaction was stopped with a saturated ammonium chloride solution. ...